From a dataset of the Open Reaction Database (ORD), a public repository of structured organic reaction records. describe an organic reaction: reactants, conditions, products, and yield The reactants are FC1=CC=C(C=C1)CC1=CN=C2C(=C(C(N(C2=C1)CCCN1C(CCCCC1)=O)=O)C(=O)OCC)O (ethyl 7-[(4-fluorophenyl)methyl]-4-hydroxy-2-oxo-1-[3-(2-oxohexahydro-1H-azepin-1-yl)propyl]-1,2-dihydro-1,5-naphthyridine-3-carboxylate), C(O)CN (ethanolamine). Product: FC1=CC=C(C=C1)CC1=CN=C2C(=C(C(N(C2=C1)CCCN1C(CCCCC1)=O)=O)C(=O)NCCO)O (7-[(4-fluorophenyl)methyl]-4-hydroxy-N-(2-hydroxyethyl)-2-oxo-1-[3-(2-oxohexahydro-1H-azepin-1-yl)propyl]-1,2-dihydro-1,5-naphthyridine-3-carboxamide). Reaction SMILES: [F:1][C:2]1[CH:7]=[CH:6][C:5]([CH2:8][C:9]2[CH:18]=[C:17]3[C:12]([C:13]([OH:36])=[C:14]([C:31](OCC)=[O:32])[C:15](=[O:30])[N:16]3[CH2:19][CH2:20][CH2:21][N:22]3[CH2:28][CH2:27][CH2:26][CH2:25][CH2:24][C:23]3=[O:29])=[N:11][CH:10]=2)=[CH:4][CH:3]=1.[CH2:37]([CH2:39][NH2:40])[OH:38]>>[F:1][C:2]1[CH:3]=[CH:4][C:5]([CH2:8][C:9]2[CH:18]=[C:17]3[C:12]([C:13]([OH:36])=[C:14]([C:31]([NH:40][CH2:39][CH2:37][OH:38])=[O:32])[C:15](=[O:30])[N:16]3[CH2:19][CH2:20][CH2:21][N:22]3[CH2:28][CH2:27][CH2:26][CH2:25][CH2:24][C:23]3=[O:29])=[N:11][CH:10]=2)=[CH:6][CH:7]=1. Procedure details: This compound was prepared from ethyl 7-[(4-fluorophenyl)methyl]-4-hydroxy-2-oxo-1-[3-(2-oxohexahydro-1H-azepin-1-yl)propyl]-1,2-dihydro-1,5-naphthyridine-3-carboxylate and ethanolamine using methods similar to Example 563 to provide an off-white solid: 1H NMR (300 MHz, DMSO-d6) δ ppm 1.54 (d, J=5.05 Hz, 4 H), 1.60-1.75 (m, 4 H), 2.41 (d, J=11.16 Hz, 2 H), 3.34-3.42 (m, 4 H), 3.45 (t, J=5.58 Hz, 2 H), 3.53-3.63 (m, 2 H), 4.16-4.24 (m, 4 H), 4.93 (t, J=4.21 Hz, 1 H), 7.11-7.18 (m, 2 H), 7.37-7.45...